Dataset: the Open Reaction Database (ORD), a public repository of structured organic reaction records. Task: describe an organic reaction: reactants, conditions, products, and yield Starting materials: C(C)(C)(C)C=1C=C(C=CC1)NC(=O)C1(CCNCC1)C (N-(3-tert-Butylphenyl)-4-methylpiperidine-4-carboxamide), ClC=1C2=C(N=CN1)NC=C2C (4-chloro-5-methyl-7H-pyrrolo[2,3-d]pyrimidine), C(C)(C)N(C(C)C)CC (N,N-diisopropylethylamine). Solvent: C(C)(C)O (isopropanol). Reaction conditions: temperature 100 celsius. The product is C(C)(C)(C)C=1C=C(C=CC1)NC(=O)C1(CCN(CC1)C=1C2=C(N=CN1)NC=C2C)C (N-(3-tert-butylphenyl)-4-methyl-1-(5-methyl-7H-pyrrolo[2,3-d]pyrimidin-4-yl)piperidine-4-carboxamide). The yield is 50.0%. Reaction SMILES: [C:1]([C:5]1[CH:6]=[C:7]([NH:11][C:12]([C:14]2([CH3:20])[CH2:19][CH2:18][NH:17][CH2:16][CH2:15]2)=[O:13])[CH:8]=[CH:9][CH:10]=1)([CH3:4])([CH3:3])[CH3:2].Cl[C:22]1[C:23]2[C:30]([CH3:31])=[CH:29][NH:28][C:24]=2[N:25]=[CH:26][N:27]=1.C(N(CC)C(C)C)(C)C>C(O)(C)C>[C:1]([C:5]1[CH:6]=[C:7]([NH:11][C:12]([C:14]2([CH3:20])[CH2:15][CH2:16][N:17]([C:22]3[C:23]4[C:30]([CH3:31])=[CH:29][NH:28][C:24]=4[N:25]=[CH:26][N:27]=3)[CH2:18][CH2:19]2)=[O:13])[CH:8]=[CH:9][CH:10]=1)([CH3:4])([CH3:2])[CH3:3]. Procedure: N-(3-tert-Butylphenyl)-4-methylpiperidine-4-carboxamide from step B (0.33 g, 1.07 mmol), 4-chloro-5-methyl-7H-pyrrolo[2,3-d]pyrimidine (0.18 g, 1.07 mmol), N,N-diisopropylethylamine (0.69 g. 5.34 mmol), and isopropanol (7 mL) were combined in a pressure rated sealed tube and heated at 100° C. for 18 hours. The mixture was concentrated and taken up in dichloromethane from which a precipitate (0.18 g) was collected. The solution was chromatographed (SiO2, 0-2% MeOH:CH2Cl2), and the columned materi... Reactants: [Na]C1=CC=CC1, CCOCC, C[Si](C)(Cl)C1=Cc2ccccc2C1, C1CCOC1, O. The product is C[Si](C)(C1=CC=CC1)C1=Cc2ccccc2C1. Reaction SMILES: [C:14]1([Na:19])=[CH:15][CH:16]=[CH:17][CH2:18]1.[CH3:21][CH2:22][O:23][CH2:24][CH3:25].[Cl:1][Si:2]([CH3:3])([CH3:4])[C:5]1=[CH:13][c:12]2[c:7]([cH:8][cH:9][cH:10][cH:11]2)[CH2:6]1.[O:26]1[CH2:27][CH2:28][CH2:29][CH2:30]1.[OH2:20]>>[Si:2]([CH3:3])([CH3:4])([C:5]1=[CH:13][c:12]2[c:7]([cH:8][cH:9][cH:10][cH:11]2)[CH2:6]1)[C:14]1=[CH:15][CH:16]=[CH:17][CH2:18]1. Reactants: [N+](=O)(O)[O-] (nitric acid), FC1=CC2=C(NC(CO2)=O)C=C1N1C(C=2CCCCC2C1=O)=O (2-[7-Fluoro-2H-1,4-benzoxazine-3(4H)-on-6-yl]-4,5,6,7-tetrahydro-2H-isoindole-1,3-dione), ice water. Run in C(C)(=O)O (acetic acid). Run at time 1 hour. Product: FC1=CC2=C(NC(CO2)=O)C(=C1N1C(C=2CCCCC2C1=O)=O)[N+](=O)[O-] (2-[7-fluoro-5-nitro-2H-1,4-benzoxazine-3(4H)-on-6-yl]-4,5,6,7-tetrahydro-2H-isoindole-1,3-dione). Reaction SMILES: [F:1][C:2]1[C:12]([N:13]2[C:21](=[O:22])[C:20]3[CH2:19][CH2:18][CH2:17][CH2:16][C:15]=3[C:14]2=[O:23])=[CH:11][C:5]2[NH:6][C:7](=[O:10])[CH2:8][O:9][C:4]=2[CH:3]=1.[N+:24]([O-])([OH:26])=[O:25]>C(O)(=O)C>[F:1][C:2]1[C:12]([N:13]2[C:21](=[O:22])[C:20]3[CH2:19][CH2:18][CH2:17][CH2:16][C:15]=3[C:14]2=[O:23])=[C:11]([N+:24]([O-:26])=[O:25])[C:5]2[NH:6][C:7](=[O:10])[CH2:8][O:9][C:4]=2[CH:3]=1. Procedure: 2-[7-Fluoro-2H-1,4-benzoxazine-3(4H)-on-6-yl]-4,5,6,7-tetrahydro-2H-isoindole-1,3-dione (1.0 g) was stirred in acetic acid (20 ml) and fuming nitric acid (8 ml) was slowly added. Solution was stirred at ambient temperature for 1 hr and the clear solution was added to ice-water. Light yellow precipitate was separated by filtration to afford the title compound (0.95 g). Reactants: N (NH3), BrC=1C=CC(=NC1)O[C@H]1C2CN3CC(CC1C3)C2 ((4s)-4-(5-Bromopyridin-2-yloxy)-1-azatricyclo[3.3.1.13,7]decane), C1(=CC=CC=C1)B(O)O (phenylboronic acid), CC=1C=CC(=CC1)S(=O)(=O)O (p-toluenesulfonate). Yields the product C1(=CC=C(C=C1)S(=O)(=O)O)C.C1(=CC=CC=C1)C=1C=CC(=NC1)O[C@H]1C2CN3CC(CC1C3)C2 ((4s)-4-(5-Phenylpyridin-2-yloxy)-1-azatricyclo[3.3.1.13,7]decane p-toluenesulfonate). Reaction SMILES: Br[C:2]1[CH:3]=[CH:4][C:5]([O:8][C@@H:9]2[CH:16]3[CH2:17][N:12]4[CH2:13][CH:14]([CH2:18][CH:10]2[CH2:11]4)[CH2:15]3)=[N:6][CH:7]=1.[C:19]1(B(O)O)[CH:24]=[CH:23][CH:22]=[CH:21][CH:20]=1.[CH3:28][C:29]1[CH:30]=[CH:31][C:32]([S:35]([OH:38])(=[O:37])=[O:36])=[CH:33][CH:34]=1.N>>[C:29]1([CH3:28])[CH:30]=[CH:31][C:32]([S:35]([OH:38])(=[O:36])=[O:37])=[CH:33][CH:34]=1.[C:19]1([C:2]2[CH:3]=[CH:4][C:5]([O:8][C@@H:9]3[CH:16]4[CH2:17][N:12]5[CH2:13][CH:14]([CH2:18][CH:10]3[CH2:11]5)[CH2:15]4)=[N:6][CH:7]=2)[CH:24]=[CH:23][CH:22]=[CH:21][CH:20]=1 |f:4.5|. Procedure: The free base of the title compound was prepared from the product of Example 10C (45 mg, 0.14 mmol) and phenylboronic acid (25 mg, 0.20 mmol) according to Method F, and converted to the p-toluenesulfonate salt using the procedure of Method H: 1H NMR (300 MHz, methanol-D4) δ ppm 1.94 (d, J=13.2 Hz, 2H), 2.20 (s, 1H), 2.36 (s, 5H), 2.41 (s, 1H), 2.57 (s, 2H), 3.58 (s, 2H), 3.70 (s, 4H), 5.47 (t, J=3.4 Hz, 1H), 7.09 (d, J=8.5 Hz, 1H), 7.22 (d, J=7.8 Hz, 2H), 7.30-7.41 (m, 1H), 7.42-7.51 (m, 2H), 7.... Reactants: COc1cc(OC)c([N+](=O)[O-])c(OC)c1[N+](=O)[O-], C1CCOC1, O. Product: COc1cc(OC)c([N+](=O)[O-])c(OC)c1N. As a reaction SMILES: [N+:1](=[O:2])([O-:3])[c:4]1[c:5]([O:17][CH3:18])[cH:6][c:7]([O:15][CH3:16])[c:8]([N+:12]([O-:13])=[O:14])[c:9]1[O:10][CH3:11].[O:19]1[CH2:20][CH2:21][CH2:22][CH2:23]1.[OH2:24]>>[N+:1](=[O:2])([O-:3])[c:4]1[c:5]([O:17][CH3:18])[cH:6][c:7]([O:15][CH3:16])[c:8]([NH2:12])[c:9]1[O:10][CH3:11]. The reactants are NC=1N=C(N=NC1C1=CC=CC=C1)C (5-amino-3-methyl-6-phenyl-[1,2,4]triazine), N1=CC=CC=C1 (pyridine), C1(CCCC1)CC(=O)Cl (cyclopentylacetyl chloride), BrC(C(=O)Cl)C1CCCC1 (2-bromo-2-cyclopentylacetyl chloride). Solvent: ClCCl (dichloromethane), ClCCl (dichloromethane). Reaction conditions: temperature 120 celsius. Yields the product C1(CCCC1)C1=C(N=C2N1C(=NN=C2C2=CC=CC=C2)C)O (3-Cyclopentyl-5-methyl-8-phenylimidazo[1,2-d][1,2,4]triazin-2-ol). Reaction SMILES: [NH2:1][C:2]1[N:3]=[C:4]([CH3:14])[N:5]=[N:6][C:7]=1[C:8]1[CH:13]=[CH:12][CH:11]=[CH:10][CH:9]=1.N1C=CC=CC=1.Br[CH:22]([CH:26]1[CH2:30][CH2:29][CH2:28][CH2:27]1)[C:23](Cl)=[O:24].C1(CC(Cl)=O)CCCC1>ClCCl>[CH:26]1([C:22]2[N:3]3[C:4]([CH3:14])=[N:5][N:6]=[C:7]([C:8]4[CH:13]=[CH:12][CH:11]=[CH:10][CH:9]=4)[C:2]3=[N:1][C:23]=2[OH:24])[CH2:30][CH2:29][CH2:28][CH2:27]1. Procedure details: To a solution of 5-amino-3-methyl-6-phenyl-[1,2,4]triazine (0.2 g, 1.07 mmol) in dichloromethane (20 ml) was added pyridine (0.104 ml, 1.28 mmol) followed by dropwise addition of 2-bromo-2-cyclopentylacetyl chloride (0.266 ml, 1.18 mmol; prepared from cyclopentylacetyl chloride by the method of Gleason, Tetrahedron Lett., 1970, 39, 3431). The reaction mixture was stirred for 18 h after which time the dichloromethane was evaporated in vacuo. The residue was dissolved in t-butanol (20 ml) to which... Reactants: CC(C)CC(NC(=O)c1ccc2c([N+](=O)[O-])cccc2n1)C(=O)NCC#N, CO, CCCCCC, CCOC(C)=O, [Na+], [Na+], C1CCOC1, O=S([O-])S(=O)[O-]. Product: CC(C)CC(NC(=O)c1ccc2c(N)cccc2n1)C(=O)NCC#N. Reaction SMILES: [C:1](#[N:2])[CH2:3][NH:4][C:5](=[O:6])[CH:7]([CH2:8][CH:9]([CH3:10])[CH3:11])[NH:12][C:13](=[O:14])[c:15]1[n:16][c:17]2[cH:18][cH:19][cH:20][c:21]([N+:25]([O-:26])=[O:27])[c:22]2[cH:23][cH:24]1.[CH3:28][OH:29].[CH3:38][CH2:39][CH2:40][CH2:41][CH2:42][CH3:43].[CH3:49][CH2:50][O:51][C:52](=[O:53])[CH3:54].[Na+:36].[Na+:37].[O:44]1[CH2:45][CH2:46][CH2:47][CH2:48]1.[S:30]([S:31]([O-:32])=[O:33])([O-:34])=[O:35]>>[C:1](#[N:2])[CH2:3][NH:4][C:5](=[O:6])[CH:7]([CH2:8][CH:9]([CH3:10])[CH3:11])[NH:12][C:13](=[O:14])[c:15]1[n:16][c:17]2[cH:18][cH:19][cH:20][c:21]([NH2:25])[c:22]2[cH:23][cH:24]1. Reactants: O=C([O-])[O-], Oc1ccc(OCc2ccccc2)cc1, CC(C)=O, [K+], [K+], N#Cc1ccc([N+](=O)[O-])cc1C#N. Yields the product N#Cc1ccc(Oc2ccc(OCc3ccccc3)cc2)cc1C#N. RXN SMILES: [C:29](=[O:30])([O-:31])[O-:32].[CH2:1]([c:2]1[cH:3][cH:4][cH:5][cH:6][cH:7]1)[O:8][c:9]1[cH:10][cH:11][c:12]([OH:15])[cH:13][cH:14]1.[CH3:35][C:36](=[O:37])[CH3:38].[K+:33].[K+:34].[N+:16]([O-:17])(=[O:18])[c:19]1[cH:20][c:21]([C:27]#[N:28])[c:22]([C:23]#[N:24])[cH:25][cH:26]1>>[CH2:1]([c:2]1[cH:3][cH:4][cH:5][cH:6][cH:7]1)[O:8][c:9]1[cH:10][cH:11][c:12]([O:15][c:19]2[cH:20][c:21]([C:27]#[N:28])[c:22]([C:23]#[N:24])[cH:25][cH:26]2)[cH:13][cH:14]1.